Dataset: the Open Reaction Database (ORD), a public repository of structured organic reaction records. Task: describe an organic reaction: reactants, conditions, products, and yield Product: CN1CCN(CC1)C=1OC2=C(N1)C=CC=C2 (2-(4-Methyl-1-piperazinyl)benzoxazole). RXN SMILES: Cl[C:2]1[O:3][C:4]2[CH:10]=[CH:9][CH:8]=[CH:7][C:5]=2[N:6]=1.[CH3:11][N:12]1[CH2:17][CH2:16][NH:15][CH2:14][CH2:13]1>>[CH3:11][N:12]1[CH2:17][CH2:16][N:15]([C:2]2[O:3][C:4]3[CH:10]=[CH:9][CH:8]=[CH:7][C:5]=3[N:6]=2)[CH2:14][CH2:13]1. Reported procedure: To 3.08 g of 2-chlorobenzoxazole was added 200 ml of N-methylpiperazine under cooling with ice, followed by 2 hours of reaction at the same temperature. The reaction mixture was concentrated under a reduced pressure, and the resulting residue was dissolved in 200 ml of ethyl acetate, washed with water, dehydrated with MgSO4 and then concentrated to dryness under a reduced pressure. The resulting residue was purified by a silica gel column chromatography (chloroform:methanol=20:1) to obtain 2.77 ... Starting materials: ClC=1OC2=C(N1)C=CC=C2 (2-chlorobenzoxazole), CN1CCNCC1 (N-methylpiperazine). The reactants are ClC1=NC=C(C(=C1)I)C(F)(F)F (2-chloro-4-iodo-5-(trifluoromethyl)pyridine), NC1=C(C=CC=C1)S(=O)(=O)C(C)C (1-amino-2-(isopropylsulphonyl)benzene), CC1(C2=C(C(=CC=C2)P(C3=CC=CC=C3)C4=CC=CC=C4)OC5=C(C=CC=C51)P(C6=CC=CC=C6)C7=CC=CC=C7)C (XANTPHOS), C([O-])([O-])=O.[Cs+].[Cs+] (cesium carbonate). The reagents and catalysts are C(C)(=O)[O-].[Pd+2].C(C)(=O)[O-] (palladium acetate). Run in C1(=CC=CC=C1)C (toluene). Product: ClC1=NC=C(C(=C1)NC1=C(C=CC=C1)S(=O)(=O)C(C)C)C(F)(F)F (2-chloro-N-[2-(propan-2-ylsulfonyl)phenyl]-5-(trifluoromethyl)pyridin-4-amine). RXN SMILES: [Cl:1][C:2]1[CH:7]=[C:6](I)[C:5]([C:9]([F:12])([F:11])[F:10])=[CH:4][N:3]=1.[NH2:13][C:14]1[CH:19]=[CH:18][CH:17]=[CH:16][C:15]=1[S:20]([CH:23]([CH3:25])[CH3:24])(=[O:22])=[O:21].CC1(C)C2C(=C(P(C3C=CC=CC=3)C3C=CC=CC=3)C=CC=2)OC2C(P(C3C=CC=CC=3)C3C=CC=CC=3)=CC=CC1=2.C(=O)([O-])[O-].[Cs+].[Cs+]>C1(C)C=CC=CC=1.C([O-])(=O)C.[Pd+2].C([O-])(=O)C>[Cl:1][C:2]1[CH:7]=[C:6]([NH:13][C:14]2[CH:19]=[CH:18][CH:17]=[CH:16][C:15]=2[S:20]([CH:23]([CH3:25])[CH3:24])(=[O:22])=[O:21])[C:5]([C:9]([F:12])([F:11])[F:10])=[CH:4][N:3]=1 |f:3.4.5,7.8.9|. Procedure: To a solution of 2-chloro-4-iodo-5-(trifluoromethyl)pyridine (2.00 mmol) in 8 mL toluene is added 1-amino-2-(isopropylsulphonyl)benzene (2.20 mmol), palladium acetate (22.4 mg, 0.0100 mmol), XANTPHOS (69.4 mg, 0.120 mmol), and cesium carbonate (2.20 mmol). The mixture is purged with nitrogen, and can be subjected to microwaves at 100° C. until formation of 2-chloro-5-trifluoromethyl-N-[2-(propan-2-ylsulfonyl)phenyl]pyridin-4-amine. The reaction mixture can then be concentrated and purified by si...